This data is from the Open Reaction Database (ORD), a public repository of structured organic reaction records. The task is: describe an organic reaction: reactants, conditions, products, and yield Starting materials: CC1=C2N(C3=CC=CC=C13)C(C(CC2)CC=2N=CNC2C)=O ((±)8,9-dihydro-10-methyl-7-[(5-methyl-1H-imidazol-4-yl)methyl]pyrido[1,2-a]indol-6(7H)-one), O.[C@@]12(C(=O)CC(CC1)C2(C)C)CS(=O)(=O)O ((1R)-(-)-10-camphorsulfonic acid monohydrate), O (water). Solvent: C(C)O (ethanol), C(C)O (ethanol). Conditions: temperature 35 celsius, time 3 hour. Product: CC1=C2N(C3=CC=CC=C13)C(C(CC2)CC=2N=CNC2C)=O.CC1(C2CCC1(C(=O)C2)CS(=O)(=O)O)C ((+)8,9-dihydro-10-methyl-7-[(5-methyl-1H-imidazol-4-yl)methyl]pyrido[1,2-a]indol-6(7H)-one·CSA). Isolated yield 28.0%. Reaction SMILES: [CH3:1][C:2]1[C:10]2[C:5](=[CH:6][CH:7]=[CH:8][CH:9]=2)[N:4]2[C:11](=[O:22])[CH:12]([CH2:15][C:16]3[N:17]=[CH:18][NH:19][C:20]=3[CH3:21])[CH2:13][CH2:14][C:3]=12.O.[C@@:24]12([CH2:34][S:35]([OH:38])(=[O:37])=[O:36])[C:31]([CH3:33])([CH3:32])[CH:28]([CH2:29][CH2:30]1)[CH2:27][C:25]2=[O:26].O>C(O)C>[CH3:1][C:2]1[C:10]2[C:5](=[CH:6][CH:7]=[CH:8][CH:9]=2)[N:4]2[C:11](=[O:22])[CH:12]([CH2:15][C:16]3[N:17]=[CH:18][NH:19][C:20]=3[CH3:21])[CH2:13][CH2:14][C:3]=12.[CH3:32][C:31]1([CH3:33])[C:24]2([CH2:34][S:35]([OH:38])(=[O:37])=[O:36])[C:25]([CH2:27][CH:28]1[CH2:29][CH2:30]2)=[O:26] |f:1.2,5.6|. Procedure details: (±)8,9-dihydro-10-methyl-7-[(5-methyl-1H-imidazol-4-yl)methyl]pyrido[1,2-a]indol-6(7H)-one (100 g), (1R)-(-)-10-camphorsulfonic acid monohydrate (85.3 g), and radiolite (1 g) in ethanol (1,000 ml) were heated under reflux. It was cooled to 35° C., and 0.2 g of seed crystals were added thereto, thereafter it was agitated at an interior temperature of 20~30° C. for 3 hr, and after ethanol (1,000 ml) was added therto, it was agitated overnight at 20~30° C. The following day, water (25 ml) was added...